From a dataset of the Open Reaction Database (ORD), a public repository of structured organic reaction records. describe an organic reaction: reactants, conditions, products, and yield The reactants are CC(C)(C)OC(=O)N1CCC(C(=O)c2nc3ccccc3n2CCOCC(F)(F)F)CC1, ClCCl, I. Product: I, O=C(c1nc2ccccc2n1CCOCC(F)(F)F)C1CCNCC1. Reaction SMILES: [C:1]([O:2][C:3](=[O:4])[N:8]1[CH2:9][CH2:10][CH:11]([C:14](=[O:15])[c:16]2[n:17][c:18]3[c:19]([n:20]2[CH2:21][CH2:22][O:23][CH2:24][C:25]([F:26])([F:27])[F:28])[cH:29][cH:30][cH:31][cH:32]3)[CH2:12][CH2:13]1)([CH3:5])([CH3:6])[CH3:7].[Cl:34][CH2:35][Cl:36].[IH:33]>>[IH:33].[NH:8]1[CH2:9][CH2:10][CH:11]([C:14](=[O:15])[c:16]2[n:17][c:18]3[c:19]([n:20]2[CH2:21][CH2:22][O:23][CH2:24][C:25]([F:26])([F:27])[F:28])[cH:29][cH:30][cH:31][cH:32]3)[CH2:12][CH2:13]1. Reactants: S(=O)(=O)(OC)OC (Dimethyl sulphate), C12(CC3CC(CC(C1)C3)C2)OCC=2C=C(N(N2)C2CCCCC2)O (5-(Adamantan-1-yloxymethyl)-2-cyclohexyl-2H-pyrazol-3-ol), [H-].[Na+] (sodium hydride), suspension. Run in C1CCOC1.CN(C)C=O (THF DMF). Conditions: time 8 hour. Yields the product C12(CC3CC(CC(C1)C3)C2)OCC2=NN(C(=C2)OC)C2CCCCC2 (3-(Adamantan-1-yloxymethyl)-1-cyclohexyl-5-methoxy-1H-pyrazole). Reaction SMILES: [C:1]12([O:11][CH2:12][C:13]3[CH:14]=[C:15]([OH:24])[N:16]([CH:18]4[CH2:23][CH2:22][CH2:21][CH2:20][CH2:19]4)[N:17]=3)[CH2:10][CH:5]3[CH2:6][CH:7]([CH2:9][CH:3]([CH2:4]3)[CH2:2]1)[CH2:8]2.[H-].[Na+].S(OC)(O[CH3:31])(=O)=O>C1COCC1.CN(C=O)C>[C:1]12([O:11][CH2:12][C:13]3[CH:14]=[C:15]([O:24][CH3:31])[N:16]([CH:18]4[CH2:23][CH2:22][CH2:21][CH2:20][CH2:19]4)[N:17]=3)[CH2:8][CH:7]3[CH2:6][CH:5]([CH2:4][CH:3]([CH2:9]3)[CH2:2]1)[CH2:10]2 |f:1.2,4.5|. Reported procedure: 5-(Adamantan-1-yloxymethyl)-2-cyclohexyl-2H-pyrazol-3-ol (0.29 g, 0.88 mmol) and sodium hydride (50 mg, 1.25 mmol of a 40% suspension in mineral oil) were stirred in THF-DMF (1:1) (10 mL) at 0° C. for 0.5 h, then allowed to warm to room temperature. Dimethyl sulphate (0.1 mL, 1 mmol) was added and the mixture stirred overnight. After concentration in vacuo, the mixture was poured into water (10 mL) and extracted with EtOAc (20 mL). The organic layer was separated washed with water (2×10 mL) and ... The reactants are ClC1=NC(=CC(=N1)CO)N1[C@H](COCC1)C ([2-Chloro-6-[(3S)-3-methylmorpholin-4-yl]pyrimidin-4-yl]methanol), O (water), O1N=C(C=C1)NC(NC1=CC=C(C=C1)B1OC(C(O1)(C)C)(C)C)=O (3-(1,2-Oxazol-3-yl)-1-[4-(4,4,5,5-tetramethyl-1,3,2-dioxaborolan-2-yl)phenyl]urea), C([O-])([O-])=O.[Na+].[Na+] (sodium carbonate). The solvent is CN(C)C=O (DMF), COCCOC (DME), C(C)O (ethanol). Conditions: temperature 90 celsius. The product is OCC1=NC(=NC(=C1)N1[C@H](COCC1)C)C1=CC=C(C=C1)NC(=O)NC1=NOC=C1 (1-[4-[4-(Hydroxymethyl)-6-[(3S)-3-methylmorpholin-4-yl]pyrimidin-2-yl]phenyl]-3-(1,2-oxazol-3-yl)urea). Yield: 37.8%. Reaction SMILES: Cl[C:2]1[N:7]=[C:6]([CH2:8][OH:9])[CH:5]=[C:4]([N:10]2[CH2:15][CH2:14][O:13][CH2:12][C@@H:11]2[CH3:16])[N:3]=1.O.[O:18]1[CH:22]=[CH:21][C:20]([NH:23][C:24](=[O:41])[NH:25][C:26]2[CH:31]=[CH:30][C:29](B3OC(C)(C)C(C)(C)O3)=[CH:28][CH:27]=2)=[N:19]1.C(=O)([O-])[O-].[Na+].[Na+]>CN(C=O)C.COCCOC.C(O)C>[OH:9][CH2:8][C:6]1[CH:5]=[C:4]([N:10]2[CH2:15][CH2:14][O:13][CH2:12][C@@H:11]2[CH3:16])[N:3]=[C:2]([C:29]2[CH:28]=[CH:27][C:26]([NH:25][C:24]([NH:23][C:20]3[CH:21]=[CH:22][O:18][N:19]=3)=[O:41])=[CH:31][CH:30]=2)[N:7]=1 |f:3.4.5|. Reported procedure: [2-Chloro-6-[(3S)-3-methylmorpholin-4-yl]pyrimidin-4-yl]methanol (500 mg) was dissolved in an 18% DMF in a mixture of 7:3:2 DME:water:ethanol (10 mL). 3-(1,2-Oxazol-3-yl)-1-[4-(4,4,5,5-tetramethyl-1,3,2-dioxaborolan-2-yl)phenyl]urea (811 mg) and 2M aqueous sodium carbonate solution (4 mL) were then added to the solution and the resultant mixture degassed for 5 min. Dichlorobis(triphenylphosphine) palladium catalyst (73 mg) was added and the solution refluxed at 90° C. for 7 h under nitrogen atmo... The reactants are BrC=1C(=NN(C1)C)C(=O)O (4-bromo-1-methyl-1H-pyrazole-3-carboxylic acid), [NH4+].[Cl-] (NH4Cl), CN(C)C(=[N+](C)C)ON1C2=C(C=CC=C2)N=N1.[B-](F)(F)(F)F (TBTU), CCN(C(C)C)C(C)C (DIPEA), CN(C)C=O (DMF), ClC1=C(C(=CC=C1F)OC)[C@@H](C)C1=CNC2=NC=C(C=C21)B2OC(C(O2)(C)C)(C)C (3-[(S)-1-(2-Chloro-3-fluoro-6-methoxyphenyl)-ethyl]-5-(4,4,5,5-tetramethyl-[1,3,2]dioxaborolan-2-yl)-1H-pyrrolo[2,3-b]pyridine), C(=O)([O-])[O-].[K+].[K+] (K2CO3), O (H2O). Reagents/catalysts: [Pd](Cl)Cl.C1(=CC=CC=C1)P([C-]1C=CC=C1)C1=CC=CC=C1.[C-]1(C=CC=C1)P(C1=CC=CC=C1)C1=CC=CC=C1.[Fe+2] ((1,1′bis-(diphenylphosphino)-ferrocene) palladium dichloride). Solvent: O1CCOCC1 (dioxane). Conditions: time 10 minute. Product: ClC1=C(C(=CC=C1F)OC)[C@@H](C)C1=CNC2=NC=C(C=C21)C=2C(=NN(C2)C)C(=O)N (4-{3-[(1S)-1-(2-Chloro-3-fluoro-6-methoxyphenyl)ethyl]-1H-pyrrolo[2,3-b]pyridin-5-yl}-1-methyl-1H-pyrazole-3-carboxamide). As a reaction SMILES: Br[C:2]1[C:3]([C:8]([OH:10])=O)=[N:4][N:5]([CH3:7])[CH:6]=1.[NH4+].[Cl-].C[N:14](C(ON1N=NC2C=CC=CC1=2)=[N+](C)C)C.[B-](F)(F)(F)F.CCN(C(C)C)C(C)C.CN(C=O)C.[Cl:49][C:50]1[C:55]([F:56])=[CH:54][CH:53]=[C:52]([O:57][CH3:58])[C:51]=1[C@H:59]([C:61]1[C:69]2[C:64](=[N:65][CH:66]=[C:67](B3OC(C)(C)C(C)(C)O3)[CH:68]=2)[NH:63][CH:62]=1)[CH3:60].C([O-])([O-])=O.[K+].[K+].O>[Pd](Cl)Cl.C1(P(C2C=CC=CC=2)[C-]2C=CC=C2)C=CC=CC=1.[C-]1(P(C2C=CC=CC=2)C2C=CC=CC=2)C=CC=C1.[Fe+2].O1CCOCC1>[Cl:49][C:50]1[C:55]([F:56])=[CH:54][CH:53]=[C:52]([O:57][CH3:58])[C:51]=1[C@H:59]([C:61]1[C:69]2[C:64](=[N:65][CH:66]=[C:67]([C:2]3[C:3]([C:8]([NH2:14])=[O:10])=[N:4][N:5]([CH3:7])[CH:6]=3)[CH:68]=2)[NH:63][CH:62]=1)[CH3:60] |f:1.2,3.4,8.9.10,12.13.14.15|. Procedure details: A mixture of 4-bromo-1-methyl-1H-pyrazole-3-carboxylic acid (20.0 mg, 0.0976 mmol), NH4Cl (52.2 mg, 0.976 mmol), TBTU (62.6 mg, 0.195 mmol), DIPEA (0.0340 mL, 0.195 mmol) and DMF (2 mL, 20 mmol) was stirred at rt for 10 min. The material was extracted with EtOAc, and washed with sat. NaHCO3 (3×) to remove carboxylic acid starting material. The organic layer was concentrated in vacuo. 3-[(S)-1-(2-Chloro-3-fluoro-6-methoxyphenyl)-ethyl]-5-(4,4,5,5-tetramethyl-[1,3,2]dioxaborolan-2-yl)-1H-pyrrolo[2... Reactants: C(C)N1C=C(C(C2=CC(=C(C(=C12)F)F)F)=O)C(=O)O (1-ethyl-6,7,8-trifluoro-1,4-dihydro-4-oxo-3-quinolinecarboxylic acid), 1,8-diazobicyclo[5.4.0]undec-7-ene, C(C)NC1CNCC1 (3-(ethylamino)pyrrolidine). The solvent is C(C)#N (acetonitrile). Reaction conditions: time 8 hour. The product is C(C)N1C=C(C(C2=CC(=C(C(=C12)F)N1CC(CC1)NCC)F)=O)C(=O)O (1-ethyl-7-[3-(ethylamino)-1-pyrrolidinyl]-6,8-difluoro-1,4-dihydro-4-oxo-3-quinoline carboxylic acid). The yield is 59.9%. RXN SMILES: [CH2:1]([N:3]1[C:12]2[C:7](=[CH:8][C:9]([F:15])=[C:10](F)[C:11]=2[F:13])[C:6](=[O:16])[C:5]([C:17]([OH:19])=[O:18])=[CH:4]1)[CH3:2].[CH2:20]([NH:22][CH:23]1[CH2:27][CH2:26][NH:25][CH2:24]1)[CH3:21]>C(#N)C>[CH2:1]([N:3]1[C:12]2[C:7](=[CH:8][C:9]([F:15])=[C:10]([N:25]3[CH2:26][CH2:27][CH:23]([NH:22][CH2:20][CH3:21])[CH2:24]3)[C:11]=2[F:13])[C:6](=[O:16])[C:5]([C:17]([OH:19])=[O:18])=[CH:4]1)[CH3:2]. Procedure: To 1.0 g (3.7 mmol) of 1-ethyl-6,7,8-trifluoro-1,4-dihydro-4-oxo-3-quinolinecarboxylic acid in 10 ml of acetonitrile was added 0.56 g (3.7 mmol) of 1,8-diazobicyclo[5.4.0]undec-7-ene and 0.44 g (3.7 mmol) of 3-(ethylamino)pyrrolidine. The mixture was refluxed for one hour, kept overnight at room temperature, filtered, and the solid washed with ether to give 0.81 g of 1-ethyl-7-[3-(ethylamino)-1-pyrrolidinyl]-6,8-difluoro-1,4-dihydro-4-oxo-3-quinoline carboxylic acid, mp 227°-229° C.